This data is from the Open Reaction Database (ORD), a public repository of structured organic reaction records. The task is: describe an organic reaction: reactants, conditions, products, and yield The reactants are CO, CCOC(C)=O, COc1cc2c(-c3cc4c(C)ccnc4n3S(=O)(=O)c3ccc(C)cc3)cn(C)c2cc1OC, [K+], [OH-]. The product is COc1cc2c(-c3cc4c(C)ccnc4[nH]3)cn(C)c2cc1OC. Reaction SMILES: [CH3:37][OH:38].[CH3:39][CH2:40][O:41][C:42](=[O:43])[CH3:44].[CH3:3][O:4][c:5]1[cH:6][c:7]2[c:8](-[c:17]3[cH:18][c:19]4[c:20]([n:21][cH:22][cH:23][c:24]4[CH3:25])[n:26]3[S:27]([c:28]3[cH:29][cH:30][c:31]([CH3:32])[cH:33][cH:34]3)(=[O:35])=[O:36])[cH:9][n:10]([CH3:16])[c:11]2[cH:12][c:13]1[O:14][CH3:15].[K+:2].[OH-:1]>>[CH3:3][O:4][c:5]1[cH:6][c:7]2[c:8](-[c:17]3[cH:18][c:19]4[c:20]([n:21][cH:22][cH:23][c:24]4[CH3:25])[nH:26]3)[cH:9][n:10]([CH3:16])[c:11]2[cH:12][c:13]1[O:14][CH3:15]. Reactants: BrBr, Cc1cc(Br)ccc1F, ClC(Cl)(Cl)Cl. The product is Fc1ccc(Br)cc1CBr. Reaction SMILES: [Br:10][Br:11].[Br:1][c:2]1[cH:3][cH:4][c:5]([F:9])[c:6]([CH3:8])[cH:7]1.[Cl:12][C:13]([Cl:14])([Cl:15])[Cl:16]>>[Br:1][c:2]1[cH:3][cH:4][c:5]([F:9])[c:6]([CH2:8][Br:10])[cH:7]1. Reactants: [H-].C(C(C)C)[Al+]CC(C)C (diisobutylaluminum hydride), ClC1=CC(=C(C=C1F)C=1N=C(C2=C(N1)C=CS2)N2CC(NCC2)C(=O)OCC)F (ethyl 4-[2-(4-chloro-2,5-difluorophenyl)thieno[3,2-d]pyrimidine-4-yl]piperazine-2-carboxylate), [OH-].[Na+] (NaOH), Cl.O1CCOCC1 (HCl dioxane), Cl (HCl). Run in C1CCOC1 (THF), C1CCOC1 (THF), C1CCOC1 (THF). Run at time 3 hour. The product is Cl.Cl.ClC1=CC(=C(C=C1F)C=1N=C(C2=C(N1)C=CS2)N2CC(NCC2)CO)F ({4-[2-(4-chloro-2,5-difluorophenyl)thieno[3,2-d]pyrimidine-4-yl]piperazine-2-yl}methanol dihydrochloride). RXN SMILES: [H-].C([Al+]CC(C)C)C(C)C.[Cl:11][C:12]1[C:17]([F:18])=[CH:16][C:15]([C:19]2[N:20]=[C:21]([N:28]3[CH2:33][CH2:32][NH:31][CH:30]([C:34](OCC)=[O:35])[CH2:29]3)[C:22]3[S:27][CH:26]=[CH:25][C:23]=3[N:24]=2)=[C:14]([F:39])[CH:13]=1.[ClH:40].[OH-].[Na+].Cl.O1CCOCC1>C1COCC1>[ClH:11].[ClH:40].[Cl:11][C:12]1[C:17]([F:18])=[CH:16][C:15]([C:19]2[N:20]=[C:21]([N:28]3[CH2:33][CH2:32][NH:31][CH:30]([CH2:34][OH:35])[CH2:29]3)[C:22]3[S:27][CH:26]=[CH:25][C:23]=3[N:24]=2)=[C:14]([F:39])[CH:13]=1 |f:0.1,4.5,6.7,9.10.11|. Procedure: 3.65 ml of THF solution with 1.0M diisobutylaluminum hydride was added dropwise under ice cooling into a mixture of 400 mg of ethyl 4-[2-(4-chloro-2,5-difluorophenyl)thieno[3,2-d]pyrimidine-4-yl]piperazine-2-carboxylate and 10 ml of THF and the resultant was stirred for 3 hours at room temperature. After 10 ml of 1M HCl aq was added to the reaction mixture and stirred for 10 minutes at room temperature, 20 ml of 1M NaOH aq was added and extracted with chloroform. After the organic layer was drie...